This data is from the Open Reaction Database (ORD), a public repository of structured organic reaction records. The task is: describe an organic reaction: reactants, conditions, products, and yield Starting materials: C(C)OCC (diethyl ether), FC1=CC=C(C=C1)[C@@H](CCCCCC(=O)OC)C1=C(C(=C(C(=C1OC)C)C)C(C)O)C (methyl (R)-7-(4-fluorophenyl)-7-[3-(1-hydroxyethyl)-6-methoxy-2,4,5-trimethylphenyl]heptanoate), [Cr](=O)(=O)([O-])Cl.[NH+]1=CC=CC=C1 (pyridinium chlorochromate). Run in ClCCl (dichloromethane), ClCCl (dichloromethane). Run at time 2 hour. Yields the product C(C)(=O)C=1C(=C(C(=C(C1C)C)OC)[C@H](CCCCCC(=O)OC)C1=CC=C(C=C1)F)C (methyl (R)-7-(3-acetyl-6-methoxy-2,4,5-trimethylphenyl)-7-(4-fluorophenyl)heptanoate). Isolated yield 95.8%. As a reaction SMILES: [F:1][C:2]1[CH:7]=[CH:6][C:5]([C@H:8]([C:18]2[C:23]([O:24][CH3:25])=[C:22]([CH3:26])[C:21]([CH3:27])=[C:20]([CH:28]([OH:30])[CH3:29])[C:19]=2[CH3:31])[CH2:9][CH2:10][CH2:11][CH2:12][CH2:13][C:14]([O:16][CH3:17])=[O:15])=[CH:4][CH:3]=1.[Cr](Cl)([O-])(=O)=O.[NH+]1C=CC=CC=1.C(OCC)C>ClCCl>[C:28]([C:20]1[C:19]([CH3:31])=[C:18]([C@@H:8]([C:5]2[CH:6]=[CH:7][C:2]([F:1])=[CH:3][CH:4]=2)[CH2:9][CH2:10][CH2:11][CH2:12][CH2:13][C:14]([O:16][CH3:17])=[O:15])[C:23]([O:24][CH3:25])=[C:22]([CH3:26])[C:21]=1[CH3:27])(=[O:30])[CH3:29] |f:1.2|. Reported procedure: A solution of methyl (R)-7-(4-fluorophenyl)-7-[3-(1-hydroxyethyl)-6-methoxy-2,4,5-trimethylphenyl]heptanoate (4.1 g, 9.5 mmol) in dichloromethane (10 ml) was added to a solution of pyridinium chlorochromate (3.3 g, 15.2 mmol) in dichloromethane (20 ml) at room temperature. The mixture was stirred for 2 hours at the same temperature. To the mixture was added diethyl ether. Insolubles were filtered off, and the filtrate was concentrated under reduced pressure. The residue was subjected to a silica... Starting materials: [BH4-], CC(=O)O, CCCC[N+](CCCC)(CCCC)CCCC, CC#N, CO, [Cl-], [O-][n+]1nc(I)nc2cc3c(cc21)CCC3, [Na+], [Na+], O=C([O-])O, CC(=O)[O-], CC(=O)[O-], C=CCO, [Pd+2]. The product is [O-][n+]1nc(CCCO)nc2cc3c(cc21)CCC3. Reaction SMILES: [BH4-:25].[C:59]([OH:60])(=[O:61])[CH3:62].[CH3:28][CH2:29][CH2:30][CH2:31][N+:32]([CH2:33][CH2:34][CH2:35][CH3:36])([CH2:37][CH2:38][CH2:39][CH3:40])[CH2:41][CH2:42][CH2:43][CH3:44].[CH3:45][C:46]#[N:47].[CH3:48][OH:49].[Cl-:27].[I:1][c:2]1[n:3][n+:4]([O-:15])[c:5]2[c:6]([n:7]1)[cH:8][c:9]1[c:13]([cH:14]2)[CH2:12][CH2:11][CH2:10]1.[Na+:24].[Na+:26].[O-:20][C:21]([OH:22])=[O:23].[O-:51][C:52]([CH3:53])=[O:54].[O-:55][C:56]([CH3:57])=[O:58].[OH:16][CH2:17][CH:18]=[CH2:19].[Pd+2:50]>>[c:2]1([CH2:19][CH2:18][CH2:17][OH:16])[n:3][n+:4]([O-:15])[c:5]2[c:6]([n:7]1)[cH:8][c:9]1[c:13]([cH:14]2)[CH2:12][CH2:11][CH2:10]1. The reactants are C(C1=CC=CC=C1)N1C[C@H](CC1)NC1=NC2=CC=C(C=C2C(=C1)C)OC ((S)-N-(1-Benzylpyrrolidin-3-yl)-6-methoxy-4-methylquinolin-2-amine). The reagents and catalysts are [OH-].[OH-].[Pd+2] (Pd(OH)2/C). Solvent: CO (methanol). Reaction conditions: temperature 45 celsius, time 5 hour. Yields the product COC=1C=C2C(=CC(=NC2=CC1)N[C@@H]1CNCC1)C ((S)-6-methoxy-4-methyl-N-(pyrrolidin-3-yl)quinolin-2-amine). Yield: 99.4%. RXN SMILES: C([N:8]1[CH2:12][CH2:11][C@H:10]([NH:13][C:14]2[CH:23]=[C:22]([CH3:24])[C:21]3[C:16](=[CH:17][CH:18]=[C:19]([O:25][CH3:26])[CH:20]=3)[N:15]=2)[CH2:9]1)C1C=CC=CC=1>CO.[OH-].[OH-].[Pd+2]>[CH3:26][O:25][C:19]1[CH:20]=[C:21]2[C:16](=[CH:17][CH:18]=1)[N:15]=[C:14]([NH:13][C@H:10]1[CH2:11][CH2:12][NH:8][CH2:9]1)[CH:23]=[C:22]2[CH3:24] |f:2.3.4|. Procedure details: To a mixture of 2-chloro-6-methoxy-4-methylquinoline (1.1 g), Pd2(dba)3 (0.242 g), (±)-BINAP (0.495 g), (S)-1-benzyl-3-aminopyrrolidine (1.1 g), and 1,4-dioxane (88 mL) was added sodium t-butoxide (1.65 g) under nitrogen atmosphere, and the mixture was stirred at 65° C. for 3 h. The reaction mixture was diluted with ethyl acetate and water, then the interlayer was removed by Celite filtration, and the organic layer was washed with saturated brine. The organic layer was dried with anhydrous magne... Reactants: ClC1=NC=CC(=N1)N (2-chloropyrimidin-4-amine), NC1=NC=C(C=N1)C1=C(C=C(C=C1)C=1C(=CC(=CC1)C(F)(F)F)O)F (4′-(2-aminopyrimidin-5-yl)-3′-fluoro-4-(trifluoromethyl)biphenyl-2-ol). The product is NC1=NC(=NC=C1)OC1=C(C=CC(=C1)C(F)(F)F)C1=CC(=C(C=C1)C=1C=NC(=NC1)N)F (5-{2′-[(4-Aminopyrimidin-2-yl)oxy]-3-fluoro-4′-(trifluoromethyl)biphenyl-4-yl}pyrimidin-2-amine). RXN SMILES: Cl[C:2]1[N:7]=[C:6]([NH2:8])[CH:5]=[CH:4][N:3]=1.[NH2:9][C:10]1[N:15]=[CH:14][C:13]([C:16]2[CH:21]=[CH:20][C:19]([C:22]3[C:23]([OH:32])=[CH:24][C:25]([C:28]([F:31])([F:30])[F:29])=[CH:26][CH:27]=3)=[CH:18][C:17]=2[F:33])=[CH:12][N:11]=1>>[NH2:8][C:6]1[CH:5]=[CH:4][N:3]=[C:2]([O:32][C:23]2[CH:24]=[C:25]([C:28]([F:29])([F:30])[F:31])[CH:26]=[CH:27][C:22]=2[C:19]2[CH:20]=[CH:21][C:16]([C:13]3[CH:12]=[N:11][C:10]([NH2:9])=[N:15][CH:14]=3)=[C:17]([F:33])[CH:18]=2)[N:7]=1. Reported procedure: The title compound was prepared in a manner similar to that described in Example 555 using 2-chloropyrimidin-4-amine and 4′-(2-aminopyrimidin-5-yl)-3′-fluoro-4-(trifluoromethyl)biphenyl-2-ol. MS (ESI): mass calcd. for C21H14F4N6O, 442.12; m/z found, 443.0 [M+H]+. 1H NMR (500 MHz, CD3OD) δ 8.46 (s, 2H), 7.80-7.74 (m, 1H), 7.74-7.67 (m, 1H), 7.67-7.62 (m, 1H), 7.52 (s, 1H), 7.51-7.44 (m, 1H), 7.44-7.31 (dd, J=17.9, 10.0, 2H), 6.20-6.08 (dd, J=6.0, 1.4, 1H). The reactants are triethylphosphonoacetate, O1CCCC1 (tetrahydrofuran), [H-].[Na+] (sodium hydride), O1CCCC1 (tetrahydrofuran), Cl.O.N1CCC(CC1)=O (4-piperidone monohydrate hydrochloride), [H-].[Na+] (sodium hydride), C1CCOC1 (THF). Conditions: temperature 0 celsius, time 30 minute. Yields the product C(C)OC(=O)C=C1CCNCC1 (4-(Ethoxycarbonylmethylidene)Piperidine). RXN SMILES: [H-].[Na+].Cl.[OH2:4].[NH:5]1[CH2:10][CH2:9][C:8](=O)[CH2:7][CH2:6]1.[O:12]1[CH2:16][CH2:15][CH2:14][CH2:13]1>>[CH2:13]([O:12][C:16]([CH:15]=[C:8]1[CH2:9][CH2:10][NH:5][CH2:6][CH2:7]1)=[O:4])[CH3:14] |f:0.1,2.3.4|. Procedure details: To a suspension of sodium hydride (2.6 g) in 30 ml of tetrahydrofuran, cooled to 0° C. and kept under nitrogen atmosphere, 13 ml of triethylphosphonoacetate, dissolved in 10 ml of tetrahydrofuran are added dropwise. The temperature is then brought to room temperature and the stirring is continued for 30 minutes. The mixture is again cooled to 0° C. and it is added dropwise with a solution obtained by adding portionwise to a solution of 4-piperidone monohydrate hydrochloride (10 g) in THF 2.6 g o... Starting materials: COC1=CC2=C(CCC(C(O2)C(=O)OC)=O)C=C1 (methyl 8-methoxy-3-oxo-2,3,4,5-tetrahydro-1-benzoxepin-2-carboxylate), BrCCCCl (1-bromo-3-chloropropane), [I-].[K+] (potassium iodide), C([O-])([O-])=O.[K+].[K+] (potassium carbonate). Solvent: C(C)#N (acetonitrile). Run at time 5 hour. The product is ClCCCC1(OC2=C(CCC1=O)C=CC(=C2)OC)C(=O)OC (methyl 2-(3-chloropropyl)-8-methoxy-3-oxo-2,3,4,5-tetrahydro-1-benzoxepin-2-carboxylate). Yield: 93.1%. Reaction SMILES: [CH3:1][O:2][C:3]1[CH:18]=[CH:17][C:6]2[CH2:7][CH2:8][C:9](=[O:16])[CH:10]([C:12]([O:14][CH3:15])=[O:13])[O:11][C:5]=2[CH:4]=1.Br[CH2:20][CH2:21][CH2:22][Cl:23].[I-].[K+].C(=O)([O-])[O-].[K+].[K+]>C(#N)C>[Cl:23][CH2:22][CH2:21][CH2:20][C:10]1([C:12]([O:14][CH3:15])=[O:13])[C:9](=[O:16])[CH2:8][CH2:7][C:6]2[CH:17]=[CH:18][C:3]([O:2][CH3:1])=[CH:4][C:5]=2[O:11]1 |f:2.3,4.5.6|. Procedure: A solution of 15 g of methyl 3-(4-methoxy-2-methoxy-carbonylmethyloxyphenyl)propionate in 200 ml of toluene is added dropwise to a suspension of 5.6 g of 60% oily sodium hydride in 200 ml of toluene to which 0.4 ml of tert-butanol is added, for a period of 8 hours with heating under refluxing. The reaction mixture is heated under refluxing for 30 minutes and allowed to stand overnight, and then poured into ice water containing 10 ml of acetic acid. The organic layer is separated, washed with wat... Starting materials: N(=[N+]=[N-])C1=NC=CC(=C1)NC(C1=C(C=C(C=C1Cl)Cl)Cl)=O (N-(2-azidopyridin-4-yl)-2,4,6-trichlorobenzamide), O.O.Cl[Sn]Cl (SnCl2.2H2O). The solvent is C(C)O (ethanol). The product is NC1=NC=CC(=C1)NC(C1=C(C=C(C=C1Cl)Cl)Cl)=O (N-(2-aminopyridin-4-yl)-2,4,6-trichlorobenzamide). Isolated yield 99.6%. As a reaction SMILES: [N:1]([C:4]1[CH:9]=[C:8]([NH:10][C:11](=[O:21])[C:12]2[C:17]([Cl:18])=[CH:16][C:15]([Cl:19])=[CH:14][C:13]=2[Cl:20])[CH:7]=[CH:6][N:5]=1)=[N+]=[N-].O.O.Cl[Sn]Cl>C(O)C>[NH2:1][C:4]1[CH:9]=[C:8]([NH:10][C:11](=[O:21])[C:12]2[C:13]([Cl:20])=[CH:14][C:15]([Cl:19])=[CH:16][C:17]=2[Cl:18])[CH:7]=[CH:6][N:5]=1 |f:1.2.3|. Reported procedure: To a solution of N-(2-azidopyridin-4-yl)-2,4,6-trichlorobenzamide (90 mg, 0.26 mmol) in ethanol (5 mL) was added SnCl2.2H2O (300 mg, 1.31 mmol). The mixture was heated at reflux for 1 hour and then cooled to room temperature. The reaction was concentrated under reduced pressure and the residue was diluted with water (10 mL). The mixture was extracted with ethyl acetate (3×5 mL). The combined organic extracts were dried over MgSO4 and concentrated under reduced pressure to give N-(2-aminopyridin-...